Dataset: the Open Reaction Database (ORD), a public repository of structured organic reaction records. Task: describe an organic reaction: reactants, conditions, products, and yield The reactants are Cl.N[C@@H]1C(N(CC1)CC1=CC=C2C=CC(=NC2=C1)Cl)=O (7-(3-(S)-amino-2-oxopyrrolidin-1-ylmethyl)-2-chloro-quinoline hydrochloride), S1C2=C(C=C1S(=O)(=O)Cl)C=CC=C2 (benzo[b]thiophene-2-sulfonyl chloride), COC1=CC=C2C=CC(=CC2=C1)S(=O)(=O)Cl (7-methoxynaphthalene-2-sulfonyl chloride). Solvent: C(Cl)(Cl)Cl (CHCl3). Yields the product ClC1=NC2=CC(=CC=C2C=C1)CN1C([C@H](CC1)NS(=O)(=O)C1=CC2=C(S1)C=CC=C2)=O (Benzo[b]thiophene-2-sulfonic acid [1-(2-chloro-quinolin-7-ylmethyl)-2-oxopyrrolidin-3-(S)-yl]-amide). As a reaction SMILES: Cl.[NH2:2][C@H:3]1[CH2:7][CH2:6][N:5]([CH2:8][C:9]2[CH:18]=[C:17]3[C:12]([CH:13]=[CH:14][C:15]([Cl:19])=[N:16]3)=[CH:11][CH:10]=2)[C:4]1=[O:20].[S:21]1[C:25]([S:26](Cl)(=[O:28])=[O:27])=[CH:24][C:23]2[CH:30]=[CH:31][CH:32]=[CH:33][C:22]1=2.COC1C=C2C(C=CC(S(Cl)(=O)=O)=C2)=CC=1>C(Cl)(Cl)Cl>[Cl:19][C:15]1[CH:14]=[CH:13][C:12]2[C:17](=[CH:18][C:9]([CH2:8][N:5]3[CH2:6][CH2:7][C@H:3]([NH:2][S:26]([C:25]4[S:21][C:22]5[CH:33]=[CH:32][CH:31]=[CH:30][C:23]=5[CH:24]=4)(=[O:27])=[O:28])[C:4]3=[O:20])=[CH:10][CH:11]=2)[N:16]=1 |f:0.1|. Procedure details: The title compound is prepared in CHCl3 instead of CH3CN from 7-(3-(S)-amino-2-oxopyrrolidin-1-ylmethyl)-2-chloro-quinoline hydrochloride as described in EXAMPLE 1, Part K using benzo[b]thiophene-2-sulfonyl chloride as prepared in EXAMPLE 8, Part A in place of 7-methoxynaphthalene-2-sulfonyl chloride. The crude product is triturated from CH2Cl2 to afford the title compound as a beige solid. The reactants are NC1=NC=CC2=CC=CC=C12 (1-aminoisoquinoline), C(C)OC=C(C(=O)OCC)C#N (ethyl ethoxymethylenecyanoacetate). Run in C(C)O (ethanol). Conditions: time 10 minute. Product: N=C1C(=CN=C2N1C=CC1=CC=CC=C21)C(=O)OCC (ethyl 4-imino-4H-pyrimido[2,1-a]isoquinoline-3-carboxylate). Isolated yield 67.3%. RXN SMILES: [NH2:1][C:2]1[C:11]2[C:6](=[CH:7][CH:8]=[CH:9][CH:10]=2)[CH:5]=[CH:4][N:3]=1.C(O[CH:15]=[C:16]([C:22]#[N:23])[C:17]([O:19][CH2:20][CH3:21])=[O:18])C>C(O)C>[NH:23]=[C:22]1[N:3]2[CH:4]=[CH:5][C:6]3[C:11]([C:2]2=[N:1][CH:15]=[C:16]1[C:17]([O:19][CH2:20][CH3:21])=[O:18])=[CH:10][CH:9]=[CH:8][CH:7]=3. Reported procedure: A mixture of 1-aminoisoquinoline (14.4 g., 0.10 mole) and ethyl ethoxymethylenecyanoacetate (16.9 g., 0.10 mole) was plunged into an oil bath at 105°-110° and lept there for 10 minutes under a nitrogen atmosphere. During this time the mixture melted, evolved ethanol and set solid. The solid was crystallized from toluene to give bright yellow crystals (18 g., 67% yield) of ethyl 4-imino-4H-pyrimido[2,1-a]isoquinoline-3-carboxylate, m.p. 197°-199°. Another recrystallization from toluene provided a... Reactants: COC=1C=C(C=C(C1)OC)C#CC1=CN(C=2N=CN=C(C21)N)[C@@H]2CNCC2 ((S)-5-((3,5-dimethoxyphenyl)ethynyl)-7-(pyrrolidin-3-yl)-7H-pyrrolo[2,3-d]pyrimidin-4-amine), intermediate, OC(C#CC(=O)O)(C)C (4-hydroxy-4-methylpent-2-ynoic acid). Yields the product NC=1C2=C(N=CN1)N(C=C2C#CC2=CC(=CC(=C2)OC)OC)[C@@H]2CN(CC2)C(C#CC(C)(C)O)=O ((S)-1-(3-(4-amino-5-((3,5-dimethoxyphenyl)ethynyl)-7H-pyrrolo[2,3-d]pyrimidin-7-yl)pyrrolidin-1-yl)-4-hydroxy-4-methylpent-2-yn-1-one). Reaction SMILES: [CH3:1][O:2][C:3]1[CH:4]=[C:5]([C:11]#[C:12][C:13]2[C:21]3[C:20]([NH2:22])=[N:19][CH:18]=[N:17][C:16]=3[N:15]([C@H:23]3[CH2:27][CH2:26][NH:25][CH2:24]3)[CH:14]=2)[CH:6]=[C:7]([O:9][CH3:10])[CH:8]=1.[OH:28][C:29]([CH3:36])([CH3:35])[C:30]#[C:31][C:32](O)=[O:33]>>[NH2:22][C:20]1[C:21]2[C:13]([C:12]#[C:11][C:5]3[CH:4]=[C:3]([O:2][CH3:1])[CH:8]=[C:7]([O:9][CH3:10])[CH:6]=3)=[CH:14][N:15]([C@H:23]3[CH2:27][CH2:26][N:25]([C:32](=[O:33])[C:31]#[C:30][C:29]([OH:28])([CH3:36])[CH3:35])[CH2:24]3)[C:16]=2[N:17]=[CH:18][N:19]=1. Reported procedure: In accordance with Example 4 (Step 1), except that (S)-5-((3,5-dimethoxyphenyl)ethynyl)-7-(pyrrolidin-3-yl)-7H-pyrrolo[2,3-d]pyrimidin-4-amine (i.e., the intermediate obtained in Example 38 (Step 4)) and 4-hydroxy-4-methylpent-2-ynoic acid were used, the title compound was obtained as a colorless, amorphous substance. Table 1 shows the physical properties thereof.